Dataset: the Open Reaction Database (ORD), a public repository of structured organic reaction records. Task: describe an organic reaction: reactants, conditions, products, and yield The reactants are [Si](C)(C)(C(C)(C)C)OC[C@@H]1[C@H](CC(OC)O1)O (methyl 5-O-(t-butyldimethylsilyl)-2-deoxyribofuranoside), C(C1=CC=CC=C1)Br (benzyl bromide). The reagents and catalysts are C([O-])([O-])=O.[Ag+2] (silver carbonate). Run in C1(=CC=CC=C1)C (toluene), O (DI water), CN(C=O)C (dimethylformamide). Run at temperature 65 celsius. The product is C(C1=CC=CC=C1)O[C@H]1CC(OC)O[C@@H]1CO[Si](C)(C)C(C)(C)C (methyl 3-O-benzyl-5-O-(t-butyldimethylsilyl)-2-deoxyribofuranoside). Reaction SMILES: [Si:1]([O:8][CH2:9][C@H:10]1[O:16][CH:13]([O:14][CH3:15])[CH2:12][C@@H:11]1[OH:17])([C:4]([CH3:7])([CH3:6])[CH3:5])([CH3:3])[CH3:2].[CH2:18](Br)[C:19]1[CH:24]=[CH:23][CH:22]=[CH:21][CH:20]=1>CN(C)C=O.C1(C)C=CC=CC=1.O.C(=O)([O-])[O-].[Ag+2]>[CH2:18]([O:17][C@@H:11]1[C@@H:10]([CH2:9][O:8][Si:1]([C:4]([CH3:7])([CH3:6])[CH3:5])([CH3:3])[CH3:2])[O:16][CH:13]([O:14][CH3:15])[CH2:12]1)[C:19]1[CH:24]=[CH:23][CH:22]=[CH:21][CH:20]=1 |f:5.6|. Reported procedure: A mixture of 9.0 g. (0.034 mole) of methyl 5-O-(t-butyldimethylsilyl)-2-deoxyribofuranoside, 15 g (0.19 mole) of benzyl bromide, and 21 g (0.076 mole) silver carbonate in 50 ml dry dimethylformamide or other aprotic solvent is heated at 60° C. under a dry nitrogen atmosphere for five days. The mixture is cooled and the solids filtered. The filtrate is then concentrated at reduced pressure to 30 ml volume. To this are added 20 ml pyridine and the mixture heated at 65° C. for three hours. The solv... The reactants are compound, Cl.C(#N)C=1C=C(C=CC1)NN (3-cyanophenylhydrazine hydrochloride), ClC=1C=C(C=CC1F)N1N=C(C=C1C1=CC(=CC(=C1)F)Cl)C(=O)OCC (Ethyl 1-(3-chloro-4-fluorophenyl)-5-(3-chloro-5-fluorophenyl)-1H-pyrazole-3-carboxylate). As a reaction SMILES: Cl.[C:2]([C:4]1[CH:5]=[C:6]([NH:10][NH2:11])[CH:7]=[CH:8][CH:9]=1)#[N:3].ClC1C=C(N2[C:24]([C:25]3[CH:30]=[C:29]([F:31])[CH:28]=[C:27]([Cl:32])[CH:26]=3)=[CH:23][C:22]([C:33]([O:35][CH2:36][CH3:37])=[O:34])=N2)C=CC=1F>>[Cl:32][C:27]1[CH:26]=[C:25]([C:24]2[N:10]([C:6]3[CH:7]=[CH:8][CH:9]=[C:4]([C:2]#[N:3])[CH:5]=3)[N:11]=[C:22]([C:33]([O:35][CH2:36][CH3:37])=[O:34])[CH:23]=2)[CH:30]=[C:29]([F:31])[CH:28]=1 |f:0.1|. Product: ClC=1C=C(C=C(C1)F)C1=CC(=NN1C1=CC(=CC=C1)C#N)C(=O)OCC (Ethyl 5-(3-chloro-5-fluorophenyl)-1-(3-cyanophenyl)-1H-pyrazole-3-carboxylate). Procedure: The preparation of the title compound takes place starting from the compound of Example 1A and 3-cyanophenylhydrazine hydrochloride in analogy to the synthesis of the compound of Example 21A. 1.96 g of the title compound with 55% purity (86% of theory) are obtained.